This data is from the Open Reaction Database (ORD), a public repository of structured organic reaction records. The task is: describe an organic reaction: reactants, conditions, products, and yield The reactants are NC1=NC=C(C(=N1)N)CC1=CC(=C(C(=C1)OC)NC)OC (2,4-diamino-5-[3,5-dimethoxy-4-(methylamino)-benzyl]-pyrimidine), C([O-])([O-])=O.[Na+].[Na+] (sodium carbonate), Cl (hydrochloric acid), N(=O)[O-].[Na+] (sodium nitrite). Solvent: O (water). Run at time 3 hour. Yields the product NC1=NC=C(C(=N1)N)CC1=CC(=C(C(=C1)OC)N(N=O)C)OC (2,4-diamino-5-[3,5-dimethoxy-4-(methyl-nitrosoamino)-benzyl]-pyrimidine). Reaction SMILES: [NH2:1][C:2]1[N:7]=[C:6]([NH2:8])[C:5]([CH2:9][C:10]2[CH:15]=[C:14]([O:16][CH3:17])[C:13]([NH:18][CH3:19])=[C:12]([O:20][CH3:21])[CH:11]=2)=[CH:4][N:3]=1.Cl.[N:23]([O-])=[O:24].[Na+].C(=O)([O-])[O-].[Na+].[Na+]>O>[NH2:1][C:2]1[N:7]=[C:6]([NH2:8])[C:5]([CH2:9][C:10]2[CH:15]=[C:14]([O:16][CH3:17])[C:13]([N:18]([CH3:19])[N:23]=[O:24])=[C:12]([O:20][CH3:21])[CH:11]=2)=[CH:4][N:3]=1 |f:2.3,4.5.6|. Procedure: A solution of 2.9 g. of 2,4-diamino-5-[3,5-dimethoxy-4-(methylamino)-benzyl]-pyrimidine in 40 ml. of 1N hydrochloric acid was treated dropwise with a solution of 830 mg. of sodium nitrite in 10 ml. of water with stirring and ice-cooling. The mixture was stirred for 3 hours at room temperature and then sodium carbonate was added to obtain an alkaline reaction. The precipitate was removed by filtration with suction, washed with water and recrystallized from methanol, whereby there was obtained 2,4...